Dataset: the Open Reaction Database (ORD), a public repository of structured organic reaction records. Task: describe an organic reaction: reactants, conditions, products, and yield The reactants are BrCC(=O)C1=C2N(C=3C=CC=CC13)CCN(CC2)C(C(F)(F)F)=O (1-[11-(2-bromoacetyl)-1,2,4,5-tetrahydro-3H-[1,4]diazepino[1,7-a]indol-3-yl]-2,2,2-trifluoro-1-ethanone), [OH-].[Na+] (NaOH), BrCC(=O)C1=C2N(C=3C=CC=CC13)CCN(CC2)C(C(F)(F)F)=O (1-[11-(2-bromoacetyl)-1,2,4,5-tetrahydro-3H-[1,4]diazepino[1,7-a]indol-3-yl]-2,2,2-trifluoro-1-ethanone), C(=O)([O-])[O-].[K+].[K+] (K2CO3), C1(=CC=CC=C1)O (phenol). Reaction SMILES: C([O-])([O-])=O.[K+].[K+].[C:7]1([OH:13])[CH:12]=[CH:11][CH:10]=[CH:9][CH:8]=1.Br[CH2:15][C:16]([C:18]1[C:26]2[CH:25]=[CH:24][CH:23]=[CH:22][C:21]=2[N:20]2[CH2:27][CH2:28][N:29](C(=O)C(F)(F)F)[CH2:30][CH2:31][C:19]=12)=[O:17].[OH-].[Na+]>CN(C=O)C>[O:13]([CH2:15][C:16]([C:18]1[C:26]2[CH:25]=[CH:24][CH:23]=[CH:22][C:21]=2[N:20]2[CH2:27][CH2:28][NH:29][CH2:30][CH2:31][C:19]=12)=[O:17])[C:7]1[CH:12]=[CH:11][CH:10]=[CH:9][CH:8]=1 |f:0.1.2,5.6|. Conditions: time 18 hour. Product: O(C1=CC=CC=C1)CC(=O)C1=C2N(C=3C=CC=CC13)CCNCC2 (2-phenoxy-1-(2,3,4,5-tetrahydro-1H-[1,4]diazepino[1,7-a]indol-11-yl)-1-ethanone). Reported procedure: (Chart E, Step 2): To a dry round bottom charged with a heterogeneous mixture of K2CO3 (40.77 mg, 0.30 mmol) and phenol (27.8 mg, 0.30 mmol) in DMF (1.5 mL) is added a solution of 1-[11-(2-bromoacetyl)-1,2,4,5-tetrahydro-3H-[1,4]diazepino[1,7-a]indol-3-yl]-2,2,2-trifluoro-1-ethanone in DMF (1.5 mL). After stirring at ambient temperature for 18 hours, aq. 1N NaOH (1 mL) is added at once to deprotect the indole in situ. The mixture is stirred for an hour then partitioned between water and ethyl ac... The solvent is CN(C)C=O (DMF), CN(C)C=O (DMF). The reactants are BrC1=C(N)C=CC(=C1)C (2-Bromo-4-methylaniline), COC1OC(CC1)OC (2,5-dimethoxytetrahydrofuran). Run in C(C)(=O)O (acetic acid). Run at temperature 90 celsius, time 1.5 hour. Yields the product BrC1=C(C=CC(=C1)C)N1C=CC=C1 (1-(2-bromo-4-methylphenyl)pyrrole). Yield: 84.6%. As a reaction SMILES: [Br:1][C:2]1[CH:8]=[C:7]([CH3:9])[CH:6]=[CH:5][C:3]=1[NH2:4].CO[CH:12]1[CH2:16][CH2:15][CH:14](OC)O1>C(O)(=O)C>[Br:1][C:2]1[CH:8]=[C:7]([CH3:9])[CH:6]=[CH:5][C:3]=1[N:4]1[CH:12]=[CH:16][CH:15]=[CH:14]1. Procedure details: 2-Bromo-4-methylaniline (15.0 g), 2,5-dimethoxytetrahydrofuran (10.7 g) and acetic acid (81 ml) were combined under nitrogen atmosphere. The reaction mixture was stirred at 90° C. for 1.5 hours. After being cooled to room temperature, the reaction mixture was concentrated in vacuo with toluene. n-Hexane (300 ml) was added to the residue, and the suspension was filtered through Celite. Then silica gel was added to the filtrate with stirring until the colour of the solution disappeared. The suspen... Reactants: C[Al](C)C (Trimethylaluminium), NC1=NC=C(C#N)C=C1 (6-aminonicotinonitrile), [Si](C1=CC=CC=C1)(C1=CC=CC=C1)(C(C)(C)C)OCCOC[C@@H](C(=O)OC)OC1=C2C(=NC=N1)N(N=C2)C2=C(C(=CC=C2)Cl)Cl ((2S)-methyl 3-(2-(tert-butyldiphenylsilyloxy)ethoxy)-2-(1-(2,3-dichlorophenyl)-1H-pyrazolo[3,4-d]pyrimidin-4-yloxy)propanoate). Run in C1(=CC=CC=C1)C (toluene), C1(=CC=CC=C1)C (toluene). Run at time 15 minute. Product: [Si](C1=CC=CC=C1)(C1=CC=CC=C1)(C(C)(C)C)OCCOC[C@@H](C(=O)NC1=NC=C(C=C1)C#N)OC1=C2C(=NC=N1)N(N=C2)C2=C(C(=CC=C2)Cl)Cl ((2S)-3-(2-(tert-butyldiphenylsilyloxy)ethoxy)-N-(5-cyanopyridin-2-yl)-2-(1-(2,3-dichlorophenyl)-1H-pyrazolo[3,4-d]pyrimidin-4-yloxy)propanamide). The yield is 93.4%. RXN SMILES: C[Al](C)C.[NH2:5][C:6]1[CH:13]=[CH:12][C:9]([C:10]#[N:11])=[CH:8][N:7]=1.[Si:14]([O:31][CH2:32][CH2:33][O:34][CH2:35][C@H:36]([O:41][C:42]1[N:47]=[CH:46][N:45]=[C:44]2[N:48]([C:51]3[CH:56]=[CH:55][CH:54]=[C:53]([Cl:57])[C:52]=3[Cl:58])[N:49]=[CH:50][C:43]=12)[C:37](OC)=[O:38])([C:27]([CH3:30])([CH3:29])[CH3:28])([C:21]1[CH:26]=[CH:25][CH:24]=[CH:23][CH:22]=1)[C:15]1[CH:20]=[CH:19][CH:18]=[CH:17][CH:16]=1>C1(C)C=CC=CC=1>[Si:14]([O:31][CH2:32][CH2:33][O:34][CH2:35][C@H:36]([O:41][C:42]1[N:47]=[CH:46][N:45]=[C:44]2[N:48]([C:51]3[CH:56]=[CH:55][CH:54]=[C:53]([Cl:57])[C:52]=3[Cl:58])[N:49]=[CH:50][C:43]=12)[C:37]([NH:5][C:6]1[CH:13]=[CH:12][C:9]([C:10]#[N:11])=[CH:8][N:7]=1)=[O:38])([C:27]([CH3:28])([CH3:29])[CH3:30])([C:21]1[CH:22]=[CH:23][CH:24]=[CH:25][CH:26]=1)[C:15]1[CH:20]=[CH:19][CH:18]=[CH:17][CH:16]=1. Procedure details: Trimethylaluminium (2M in toluene) (0.638 mL, 1.28 mmol) was added to 6-aminonicotinonitrile (152 mg, 1.28 mmol) in toluene (2 mL) under nitrogen. The resulting solution was stirred at room temperature for 15 minutes. (2S)-methyl 3-(2-(tert-butyldiphenylsilyloxy)ethoxy)-2-(1-(2,3-dichlorophenyl)-1H-pyrazolo[3,4-d]pyrimidin-4-yloxy)propanoate (Intermediate AR1) (425 mg, 0.64 mmol) in toluene (8 mL) was added sealed into a 20 mL microwave tube. The reaction was heated to 120° C. for 4 hours in the... The reactants are CC(C)([O-])C.[K+] (potassium tert-butoxide), OC(C1=C2C=CC(=CC2=CC=C1C1=C(C=C(C=C1F)F)F)O)C1=CC=C(C=C1)OCCN1CCCCC1 (5-{hydroxy-[4-(2-piperidin-1-yl-ethoxy)-phenyl]-methyl}-6-(2,4,6-trifluoro-phenyl)-naphthalen-2-ol), ice. Run in CN(C)C=O (DMF). Reaction conditions: temperature 50 celsius. Product: FC=1C=C2OC(C3=C4C=CC(=CC4=CC=C3C2=C(C1)F)O)C1=CC=C(C=C1)OCCN1CCCCC1 (8,10-Difluoro-5-[4-(2-piperidin-1-yl-ethoxy)-phenyl]-5H-6-oxa-chrysen-2-ol). As a reaction SMILES: [OH:1][CH:2]([C:23]1[CH:28]=[CH:27][C:26]([O:29][CH2:30][CH2:31][N:32]2[CH2:37][CH2:36][CH2:35][CH2:34][CH2:33]2)=[CH:25][CH:24]=1)[C:3]1[C:12]([C:13]2[C:18]([F:19])=[CH:17][C:16]([F:20])=[CH:15][C:14]=2F)=[CH:11][CH:10]=[C:9]2[C:4]=1[CH:5]=[CH:6][C:7]([OH:22])=[CH:8]2.CC(C)([O-])C.[K+]>CN(C=O)C>[F:20][C:16]1[CH:15]=[C:14]2[C:13](=[C:18]([F:19])[CH:17]=1)[C:12]1[C:3](=[C:4]3[C:9](=[CH:10][CH:11]=1)[CH:8]=[C:7]([OH:22])[CH:6]=[CH:5]3)[CH:2]([C:23]1[CH:24]=[CH:25][C:26]([O:29][CH2:30][CH2:31][N:32]3[CH2:33][CH2:34][CH2:35][CH2:36][CH2:37]3)=[CH:27][CH:28]=1)[O:1]2 |f:1.2|. Reported procedure: Alternatively, dissolve enantiomerically enriched 5-{hydroxy-[4-(2-piperidin-1-yl-ethoxy)-phenyl]-methyl}-6-(2,4,6-trifluoro-phenyl)-naphthalen-2-ol (804 mg, 1.59 mmol) in DMF (10 mL). Add potassium tert-butoxide (532 mg, 4.75 mmol). Heat at 50° C. for 2 minutes. Pour the reaction mixture into ice (5 g). Extract with ethyl acetate (100 mL). Separate the layers and wash the organic layer with 10% aqueous lithium chloride solution (20 mL×2). Dry with magnesium sulfate and concentrate in vacuo. Pur... The reactants are ClC1=CC=C(C=C1)C1=CC=C(C=C1)C(C)OC(C(=O)OCC)C (ethyl 2-{1-[4-(4-chlorophenyl)-phenyl]-ethoxy}propionate), [OH-].[Na+] (sodium hydroxide). Solvent: C(C)O (ethanol), O (water). The product is ClC1=CC=C(C=C1)C1=CC=C(C=C1)C(C)OC(C(=O)O)C (2-{1-[4-(4-chlorophenyl)phenyl]ethoxy}propionic acid). The yield is 26.0%. Reaction SMILES: [Cl:1][C:2]1[CH:7]=[CH:6][C:5]([C:8]2[CH:13]=[CH:12][C:11]([CH:14]([O:16][CH:17]([CH3:23])[C:18]([O:20]CC)=[O:19])[CH3:15])=[CH:10][CH:9]=2)=[CH:4][CH:3]=1.[OH-].[Na+]>C(O)C.O>[Cl:1][C:2]1[CH:3]=[CH:4][C:5]([C:8]2[CH:13]=[CH:12][C:11]([CH:14]([O:16][CH:17]([CH3:23])[C:18]([OH:20])=[O:19])[CH3:15])=[CH:10][CH:9]=2)=[CH:6][CH:7]=1 |f:1.2|. Procedure: A solution of ethyl 2-{1-[4-(4-chlorophenyl)-phenyl]-ethoxy}propionate (3.0 g.) in a mixture of ethanol (150 ml.) and water (5 ml.), containing sodium hydroxide (5.0 g.), was heated under reflux for 5 hours. The mixture was then evaporated and the residue diluted with water (50 ml.) and extracted with ether. The ether extract was discarded and the aqueous alkaline phase was acidified to pH 1-3 by addition of concentrated hydrochloric acid. The mixture was extracted thoroughly with ether. The com... Starting materials: C(C1=CC=CC=C1)OC(=O)C(C(=O)NC=1C(N(C(=CC1)C1=CC=CC=C1)CC(=O)NC(C(C(F)(F)F)=O)C(C)C)=O)C1=CC=CC=C1 (2-[3-(2-Benzyloxycarbonylphenylacetylamino)-2-oxo-6-phenyl-1,2-dihydo-1-pyridyl]-N-(3,3,3-trifluoro-1-isopropyl-2-oxopropyl)acetamide). Reagents/catalysts: [Pd] (palladium on carbon). Run in CO (methanol). Run at time 3 hour. The product is C(=O)(O)C(C(=O)NC=1C(N(C(=CC1)C1=CC=CC=C1)CC(=O)NC(C(C(F)(F)F)=O)C(C)C)=O)C1=CC=CC=C1 (2-[3-(2-Carboxyphenylacetylamino)-2-oxo-6-phenyl-1,2-dihydro-1-pyridyl]-N-(3,3,3-trifluoro-1-isopropyl-2-oxopropyl)acetamide). Yield: 96.8%. As a reaction SMILES: C([O:8][C:9]([CH:11]([C:42]1[CH:47]=[CH:46][CH:45]=[CH:44][CH:43]=1)[C:12]([NH:14][C:15]1[C:16](=[O:41])[N:17]([CH2:27][C:28]([NH:30][CH:31]([CH:38]([CH3:40])[CH3:39])[C:32](=[O:37])[C:33]([F:36])([F:35])[F:34])=[O:29])[C:18]([C:21]2[CH:26]=[CH:25][CH:24]=[CH:23][CH:22]=2)=[CH:19][CH:20]=1)=[O:13])=[O:10])C1C=CC=CC=1>CO.[Pd]>[C:9]([CH:11]([C:42]1[CH:43]=[CH:44][CH:45]=[CH:46][CH:47]=1)[C:12]([NH:14][C:15]1[C:16](=[O:41])[N:17]([CH2:27][C:28]([NH:30][CH:31]([CH:38]([CH3:39])[CH3:40])[C:32](=[O:37])[C:33]([F:36])([F:35])[F:34])=[O:29])[C:18]([C:21]2[CH:22]=[CH:23][CH:24]=[CH:25][CH:26]=2)=[CH:19][CH:20]=1)=[O:13])([OH:10])=[O:8]. Procedure details: To 2-[3-(2-Benzyloxycarbonylphenylacetylamino)-2-oxo-6-phenyl-1,2-dihydo-1-pyridyl]-N-(3,3,3-trifluoro-1-isopropyl-2-oxopropyl)acetamide (0.6 g) in methanol (50 mL) was added 10% (w/w) palladium on carbon (0.2 g), and the mixture was shaken under a hydrogen atmosphere (3.4 bar) for 3 h. The catalyst was filtered and the solvent evaporated to give a solid which was chromatographed, eluting with methanol:dichloromethane (gradient, 2:98 to 10:90), to give the title compound (0.5 g); TLC: Rf =0.25, ...